From a dataset of the Open Reaction Database (ORD), a public repository of structured organic reaction records. describe an organic reaction: reactants, conditions, products, and yield Reactants: CC1=C(N)C=CC=C1 (2-methylaniline), ferric chloride, C(=C)C(=O)C (methyl vinyl ketone). The reagents and catalysts are [Cl-].[Zn+2].[Cl-] (zinc chloride). Run in C(C)(=O)O (acetic acid). Reaction conditions: temperature 70 celsius, time 5 minute. Yields the product CC1=CC=NC2=C(C=CC=C12)C (4,8-Dimethylquinoline). The yield is 65.0%. Reaction SMILES: [CH3:1][C:2]1[CH:8]=[CH:7][CH:6]=[CH:5][C:3]=1[NH2:4].[CH:9]([C:11]([CH3:13])=O)=[CH2:10]>C(O)(=O)C.[Cl-].[Zn+2].[Cl-]>[CH3:13][C:11]1[C:5]2[C:3](=[C:2]([CH3:1])[CH:8]=[CH:7][CH:6]=2)[N:4]=[CH:10][CH:9]=1 |f:3.4.5|. Procedure details: To a stirred solution of 2-methylaniline (1 g. 9.3 mmol.) in acetic acid (10 ml), activated silferc (1.5 g., ferric chloride 9.3 mmol) was added under nitrogen atmosphere. The reaction mixture was stirred for 5 minutes and methyl vinyl ketone (MVK) (0.72 g, 10.2 mmol) was added slowly over a period of 15 minutes. The reaction mixture was heated to 70° C. and maintained between 70-75° C. for one hour. Anhydrous zinc chloride (1.27 g. 9.3 mmol) was added and the reaction was further refluxed for t... Starting materials: BrCC1CO1, CCCCCCCCCCCCN(C)C, C1COCCO1. Yields the product [Br-], CCCCCCCCCCCC[N+](C)(C)CC1CO1. Reaction SMILES: [Br:1][CH2:2][CH:3]1[CH2:4][O:5]1.[CH2:6]([CH2:7][CH2:8][CH2:9][CH2:10][CH2:11][CH2:12][CH2:13][CH2:14][CH2:15][CH2:16][CH3:17])[N:18]([CH3:19])[CH3:20].[O:21]1[CH2:22][CH2:23][O:24][CH2:25][CH2:26]1>>[Br-:1].[CH2:2]([CH:3]1[CH2:4][O:5]1)[N+:18]([CH2:6][CH2:7][CH2:8][CH2:9][CH2:10][CH2:11][CH2:12][CH2:13][CH2:14][CH2:15][CH2:16][CH3:17])([CH3:19])[CH3:20]. The reactants are BrC1=C(C(=O)OC)C=CC=C1N (methyl 2-bromo-3-aminobenzoate), FC(C1=CC=C(C=C1)C1CC(CC(C1)=O)=O)(F)F (5-(4-trifluoromethylphenyl)-1,3-cyclohexanedione). Run at temperature 150 celsius. The product is C(=O)(OC)C=1C(=C(NC2=CC(CC(C2)C2=CC=C(C=C2)C(F)(F)F)=O)C=CC1)Br (3-(3-carbomethoxy-2-bromoanilino)-5-(4-trifluoromethylphenyl)-cyclohex-2-en-1-one). Yield: 67.4%. Reaction SMILES: [Br:1][C:2]1[C:11]([NH2:12])=[CH:10][CH:9]=[CH:8][C:3]=1[C:4]([O:6][CH3:7])=[O:5].[F:13][C:14]([F:30])([F:29])[C:15]1[CH:20]=[CH:19][C:18]([CH:21]2[CH2:26][C:25](=O)[CH2:24][C:23](=[O:28])[CH2:22]2)=[CH:17][CH:16]=1>>[C:4]([C:3]1[C:2]([Br:1])=[C:11]([CH:10]=[CH:9][CH:8]=1)[NH:12][C:25]1[CH2:26][CH:21]([C:18]2[CH:19]=[CH:20][C:15]([C:14]([F:30])([F:29])[F:13])=[CH:16][CH:17]=2)[CH2:22][C:23](=[O:28])[CH:24]=1)([O:6][CH3:7])=[O:5]. Reported procedure: A mixture of methyl 2-bromo-3-aminobenzoate (10.2 g, 44.3 mM) and 5-(4-trifluoromethylphenyl)-1,3-cyclohexanedione (1.77 g, 6.93 mM) was heated at 150° C. under a stream of nitrogen for 20 minutes. The resultant solid was triturated with 4:1 EtOAc/Et2O to afford 2.18 g (74%) of 3-(3-carbomethoxy-2-bromoanilino)-5-(4-trifluoromethylphenyl)-cyclohex-2-en-1-one. 1H NMR (DMSO-d6) δ8.9 (s, 1H), 7.75-7.5 (m, 7H), 3.9 (s, 3H), 3.5 (m, 1H), 2.9 (dd, J=14 and 9 Hz, 1H), 2.7 (dd, J14 and 4 Hz, 1H), 2.55 (... The reactants are CC(=O)C1=C(C(=CC=C1)[N+](=O)[O-])O (2-hydroxy-3-nitroacetophenone). Reagents/catalysts: [Pt] (platinum on charcoal). Run in C(C)O (ethanol). Run at time 2.5 hour. The product is CC(=O)C1=C(C(=CC=C1)N)O (3-amino-2-hydroxyacetophenone). As a reaction SMILES: [CH3:1][C:2]([C:4]1[CH:9]=[CH:8][CH:7]=[C:6]([N+:10]([O-])=O)[C:5]=1[OH:13])=[O:3]>C(O)C.[Pt]>[CH3:1][C:2]([C:4]1[CH:9]=[CH:8][CH:7]=[C:6]([NH2:10])[C:5]=1[OH:13])=[O:3]. Procedure: A solution of 2-hydroxy-3-nitroacetophenone [4.0 g; prepared by the method of Allen et al., J. Chem. Soc., (1949), 821] in ethanol (150 ml) was hydrogenated at 25° C. and 50 p.s.i. for 2.5 hours, using a catalyst of platinum on charcoal. The mixture was filtered and the filtrate was evaporated in vacuo to give a black solid, which was purified by chromatography on a column of silica gel, using diethyl ether as eluant. The fastest moving band (yellow) was collected to give 3-amino-2-hydroxyacetop... Starting materials: C(C)C=1C(=C(C(=O)O)C(=CC1)C)O (ethyl 2-hydroxy-6-methylbenzoic acid), C(C)(C)NC(C)C (di-isopropylamine), BrN1C(CCC1=O)=O (N-bromosuccinimide). The solvent is C(Cl)Cl (DCM), C(Cl)Cl (DCM). Run at temperature 5 celsius, time 8 hour. The product is BrC=1C(=C(C(=O)OCC)C(=CC1)C)O (ethyl 3-bromo-2-hydroxy-6-methylbenzoate). As a reaction SMILES: [Br:1]N1C(=O)CCC1=O.C([C:11]1[C:12]([OH:21])=[C:13]([C:17]([CH3:20])=[CH:18][CH:19]=1)[C:14]([OH:16])=[O:15])C.C(N[CH:26]([CH3:28])C)(C)C>C(Cl)Cl>[Br:1][C:11]1[C:12]([OH:21])=[C:13]([C:17]([CH3:20])=[CH:18][CH:19]=1)[C:14]([O:16][CH2:26][CH3:28])=[O:15]. Reported procedure: A solution of N-bromosuccinimide (3.97 g) in DCM (170 ml) was added dropwise to a stirred, cooled solution of ethyl 2-hydroxy-6-methylbenzoic acid (prepared according to Hauser et al, Synthesis, 1980 814, 4.02 g) and di-isopropylamine (0.31 ml) in DCM (50 ml) while maintaining the temperature at 0° C. (±5° C.). On completion of the addition, the cooling bath was removed and the mixture was stirred at room temperature overnight. The mixture was concentrated and ether was added. The resultant soli... Starting materials: CC(=O)OCC(=O)Nc1c(C(=O)C(C)(C)O)oc2nc(-c3ccccc3Cl)c(-c3ccc(Cl)cc3)cc12, C1CCOC1, CO, CC(=O)O. The product is CC(C)(O)C(=O)c1oc2nc(-c3ccccc3Cl)c(-c3ccc(Cl)cc3)cc2c1NC(=O)CO. Reaction SMILES: [C:1](=[O:2])([CH3:3])[O:4][CH2:5][C:6](=[O:7])[NH:8][c:9]1[c:10]([C:32]([C:33]([CH3:34])([CH3:35])[OH:36])=[O:37])[o:11][c:12]2[n:13][c:14](-[c:25]3[c:26]([Cl:31])[cH:27][cH:28][cH:29][cH:30]3)[c:15](-[c:18]3[cH:19][cH:20][c:21]([Cl:24])[cH:22][cH:23]3)[cH:16][c:17]12.[CH2:44]1[O:45][CH2:46][CH2:47][CH2:48]1.[CH3:38][OH:39].[CH3:40][C:41](=[O:42])[OH:43]>>[OH:4][CH2:5][C:6](=[O:7])[NH:8][c:9]1[c:10]([C:32]([C:33]([CH3:34])([CH3:35])[OH:36])=[O:37])[o:11][c:12]2[n:13][c:14](-[c:25]3[c:26]([Cl:31])[cH:27][cH:28][cH:29][cH:30]3)[c:15](-[c:18]3[cH:19][cH:20][c:21]([Cl:24])[cH:22][cH:23]3)[cH:16][c:17]12. Reactants: C(C(=O)Cl)(=O)Cl (Oxalyl chloride), C1(=CC=C(C=C1)C=1OC=2C(N1)=C(C=CC2)C(=O)O)C (2-p-tolylbenzo[d]oxazole-4-carboxylic acid), O.N (ammonia water). Solvent: ClCCl (dichloromethane). Run at temperature 50 celsius. The product is C1(=CC=C(C=C1)C=1OC=2C(N1)=C(C=CC2)C(=O)N)C (2-p-tolylbenzo[d]oxazole-4-carboxamide). The yield is 69.8%. As a reaction SMILES: C(Cl)(=O)C(Cl)=O.[C:7]1([CH3:25])[CH:12]=[CH:11][C:10]([C:13]2[O:14][C:15]3[C:16](=[C:18]([C:22](O)=[O:23])[CH:19]=[CH:20][CH:21]=3)[N:17]=2)=[CH:9][CH:8]=1.O.[NH3:27]>ClCCl>[C:7]1([CH3:25])[CH:12]=[CH:11][C:10]([C:13]2[O:14][C:15]3[C:16](=[C:18]([C:22]([NH2:27])=[O:23])[CH:19]=[CH:20][CH:21]=3)[N:17]=2)=[CH:9][CH:8]=1 |f:2.3|. Procedure details: Oxalyl chloride (0.04 g, 0.3 mmol) was slowly added to a solution of 2-p-tolylbenzo[d]oxazole-4-carboxylic acid (0.064 g, 0.25 mmol) in dichloromethane (10 mL) with stirring. The reaction mixture was warmed to 50° C. for 4 hr and then cooled to 25° C. The solution was condensed in vacuum and then slowly added to 28% ammonia water (10 mL) and a solid precipitated out immediately. The mixture was warmed to 50° C. and stirred for another 2 hr. Water (20 mL) was added to the mixture and the slurry w...